Dataset: the Open Reaction Database (ORD), a public repository of structured organic reaction records. Task: describe an organic reaction: reactants, conditions, products, and yield The reactants are CCN=C=NCCCN(C)C (EDCI), C=1C=CC2=C(C1)N=NN2O (HOBt), NCC1N(CCC1)CC1=CC=C(C=C1)Cl (2-(aminomethyl)-1-(4-chlorobenzyl)pyrrolidine), C(C1=CC=CC=C1)(=O)N[C@@H](CC(C)C)C(=O)O (benzoylleucine). The solvent is CCN(CC)CC (Et3N), C(Cl)(Cl)Cl (CHCl3), C(Cl)Cl (CH2Cl2). Conditions: temperature 25 celsius, time 16 hour. Yields the product C(C1=CC=CC=C1)(=O)N[C@@H](CC(C)C)C(=O)NCC1N(CCC1)CC1=CC=C(C=C1)Cl (2-((N-benzoylleucyl)aminomethyl)-1-(4-chlorobenzyl)pyrrolidine). As a reaction SMILES: [NH2:1][CH2:2][CH:3]1[CH2:7][CH2:6][CH2:5][N:4]1[CH2:8][C:9]1[CH:14]=[CH:13][C:12]([Cl:15])=[CH:11][CH:10]=1.[C:16]([NH:24][C@H:25]([C:30](O)=[O:31])[CH2:26][CH:27]([CH3:29])[CH3:28])(=[O:23])[C:17]1[CH:22]=[CH:21][CH:20]=[CH:19][CH:18]=1.CCN=C=NCCCN(C)C.C1C=CC2N(O)N=NC=2C=1>C(Cl)(Cl)Cl.C(Cl)Cl.CCN(CC)CC>[C:16]([NH:24][C@H:25]([C:30]([NH:1][CH2:2][CH:3]1[CH2:7][CH2:6][CH2:5][N:4]1[CH2:8][C:9]1[CH:10]=[CH:11][C:12]([Cl:15])=[CH:13][CH:14]=1)=[O:31])[CH2:26][CH:27]([CH3:28])[CH3:29])(=[O:23])[C:17]1[CH:22]=[CH:21][CH:20]=[CH:19][CH:18]=1. Reported procedure: A solution of 2-(aminomethyl)-1-(4-chlorobenzyl)pyrrolidine (22.5 mg, 0.10 mmol) and dl-benzoylleucine (0.12 mmol) in CHCl3; (1 mL) was treated with EDCI (23 mg), HOBt (16.2 mg) and Et3N (15.2 μL), and stirred at 25° C. for 16 h. The reaction mixture was diluted with CH2Cl2 (0.5 mL), washed with 2 N aqueous NaOH solution (2×0.75 mL), dried by filtration through a PTFE membrane and concentrated to afford 2-((N-benzoylleucyl)aminomethyl)-1-(4-chlorobenzyl)pyrrolidine (compound No. 344) (74 mg, qua... Product: CC(C)(C)C=1C=C(C=C(C1O)C(C)(C)C)C(C)N(C(=O)N)O (N-[1-[3,5-Bis(1,1-dimethylethyl)-4-hydroxylphenyl]-ethyl]-N-hydroxyurea). Reaction SMILES: C([O:4][C:5]1[C:10]([C:11]([CH3:14])([CH3:13])[CH3:12])=[CH:9][C:8]([CH:15]([NH:17][OH:18])[CH3:16])=[CH:7][C:6]=1[C:19]([CH3:22])([CH3:21])[CH3:20])(=O)C.C[Si]([N:27]=[C:28]=[O:29])(C)C.[NH4+].[Cl-]>C1COCC1>[CH3:12][C:11]([C:10]1[CH:9]=[C:8]([CH:15]([N:17]([OH:18])[C:28]([NH2:27])=[O:29])[CH3:16])[CH:7]=[C:6]([C:19]([CH3:20])([CH3:21])[CH3:22])[C:5]=1[OH:4])([CH3:13])[CH3:14] |f:2.3|. Procedure: To a solution of 0.814 g (0.0025 mole) of 2,6-bis (1,1-dimethylethyl) -4- [1- (hydroxyamino)ethyl]phenol acetate (Example 2) in THF (10 mL) is added 0.868 g (0.0075 mole) of 85% trimethylsilyl isocyanate. The reaction mixture is heated under reflux for 45 minutes and allowed to stand at room temperature for 16 hours. The mixture is poured into saturated NH4Cl, concentrated to remove THF, extracted with EtOAc and dried over Na2SO4. The extracts are evaporated to dryness and the residue is recryst... Conditions: time 16 hour. Reactants: C(C)(=O)OC1=C(C=C(C=C1C(C)(C)C)C(C)NO)C(C)(C)C (2,6-Bis(1,1-dimethylethyl)-4-[1-(hydroxyamino)ethyl]-phenol acetate), C[Si](C)(C)N=C=O (trimethylsilyl isocyanate), [NH4+].[Cl-] (NH4Cl). The solvent is C1CCOC1 (THF). The reactants are CC(=O)OC1CSC(Br)C(OC(C)=O)C1OC(C)=O, O=[Zn], N#Cc1ccccc1S. The product is CC(=O)OC1CSC(Sc2ccccc2C#N)C(OC(C)=O)C1OC(C)=O. Reaction SMILES: [C:10]([CH3:11])(=[O:12])[O:13][CH:14]1[CH:15]([Br:28])[S:16][CH2:17][CH:18]([O:24][C:25]([CH3:26])=[O:27])[CH:19]1[O:20][C:21]([CH3:22])=[O:23].[O:29]=[Zn:30].[SH:1][c:2]1[c:3]([C:4]#[N:5])[cH:6][cH:7][cH:8][cH:9]1>>[S:1]([c:2]1[c:3]([C:4]#[N:5])[cH:6][cH:7][cH:8][cH:9]1)[CH:15]1[CH:14]([O:13][C:10]([CH3:11])=[O:12])[CH:19]([O:20][C:21]([CH3:22])=[O:23])[CH:18]([O:24][C:25]([CH3:26])=[O:27])[CH2:17][S:16]1. Reactants: CC1(OC(NC2=C1C=C(C=C2)B(O)O)=O)C ((1,4-dihydro-4,4-dimethyl-2-oxo-2H-3,1-benzoxazin-6-yl)boronic acid), BrC=1C=C(SC1)C#N (4-bromo-2-thiophenecarbonitrile). The solvent is O (H2O). Yields the product CC1(C2=C(NC(O1)=O)C=CC(=C2)C=2C=C(SC2)C#N)C (4-(4,4-Dimethyl-2-oxo-1,4-dihydro-2H-benzo[d][1,3]oxazin-6-yl)-thiophene-2-carbonitrile). Reaction SMILES: [CH3:1][C:2]1([CH3:16])[C:7]2[CH:8]=[C:9](B(O)O)[CH:10]=[CH:11][C:6]=2[NH:5][C:4](=[O:15])[O:3]1.Br[C:18]1[CH:19]=[C:20]([C:23]#[N:24])[S:21][CH:22]=1>O>[CH3:1][C:2]1([CH3:16])[O:3][C:4](=[O:15])[NH:5][C:6]2[CH:11]=[CH:10][C:9]([C:18]3[CH:19]=[C:20]([C:23]#[N:24])[S:21][CH:22]=3)=[CH:8][C:7]1=2. Reported procedure: Prepared from (1,4-dihydro-4,4-dimethyl-2-oxo-2H-3,1-benzoxazin-6-yl)boronic acid and 4-bromo-2-thiophenecarbonitrile according to Procedure B. Yellowish solid: mp 230-231° C. (decomposed); 1H-NMR (CDCl3) δ 8.32 (s, 1H, D2O exchangeable), 7.83 (d, 1H, J=1.5 Hz), 7.61 (d, 1H, J=1.4 Hz), 7.43 (dd, 1H, J=8.2, 1.9 Hz), 7.29 (d, 1H, J=1.8 Hz), 6.85 (d, 1H, J=8.2 Hz), 1.78 (s, 6H); MS (EI) m/z 283(M−H, 100%). Anal. Calc. For C15H12N2O2S.0.2 H2O: C, 62.57; H, 4.34, N, 9.73. Found: C, 62.48; H, 4.31; N,... Starting materials: C1=CC(=CC=C1CCC2=CNC3=C2C(=O)NC(=N3)N)C(=O)N[C@H](CCC(=O)O)C(=O)O (Pemetrexed), [OH-].[Na+] (NaOH). The solvent is O (water). Product: C1=CC(=CC=C1CCC2=CNC3=C2C(=O)NC(=N3)N)C(=O)N[C@H](CCC(=O)[O-])C(=O)[O-].[Na+].[Na+] (Pemetrexed Disodium). Reaction SMILES: [CH:1]1[C:6]([CH2:7][CH2:8][C:9]2[C:13]3[C:14]([NH:16][C:17]([NH2:19])=[N:18][C:12]=3[NH:11][CH:10]=2)=[O:15])=[CH:5][CH:4]=[C:3]([C:20]([NH:22][C@@H:23]([C:29]([OH:31])=[O:30])[CH2:24][CH2:25][C:26]([OH:28])=[O:27])=[O:21])[CH:2]=1.[OH-].[Na+:33]>O>[CH:5]1[C:6]([CH2:7][CH2:8][C:9]2[C:13]3[C:14]([NH:16][C:17]([NH2:19])=[N:18][C:12]=3[NH:11][CH:10]=2)=[O:15])=[CH:1][CH:2]=[C:3]([C:20]([NH:22][C@@H:23]([C:29]([O-:31])=[O:30])[CH2:24][CH2:25][C:26]([O-:28])=[O:27])=[O:21])[CH:4]=1.[Na+:33].[Na+:33] |f:1.2,4.5.6|. Procedure: All routes start with saponification of Pemetrexed IM8 in water at IT=20° C. to 30° C. using 3.25 eq of NaOH. Upon complete conversion an aqueous solution of Pemetrexed Disodium with a pH of 13.0 to 13.5 is obtained. Starting from this mixture the desired route can be accessed by addition of HCl to adjust the pH to a certain value (depending on the route, FIG. 20). Reactants: S(=O)(Cl)Cl (Thionyl chloride), COC1=C(C=CC(=C1)C)S(=O)(=O)O (2-Methoxy-4-methylbenzenesulfonic acid), crude product. Run in CCCCCC (hexane). Yields the product COC1=C(C=CC(=C1)C)S(=O)(=O)Cl (2-Methoxy-4-methylbenzenesulfonyl chloride). The yield is 59.0%. RXN SMILES: S(Cl)([Cl:3])=O.[CH3:5][O:6][C:7]1[CH:12]=[C:11]([CH3:13])[CH:10]=[CH:9][C:8]=1[S:14]([OH:17])(=O)=[O:15]>CCCCCC>[CH3:5][O:6][C:7]1[CH:12]=[C:11]([CH3:13])[CH:10]=[CH:9][C:8]=1[S:14]([Cl:3])(=[O:17])=[O:15]. Reported procedure: Thionyl chloride (350 ml, 2.5 ml/g) was cautiously added to 2-methoxy-4-methylbenzenesulfonic acid (from (b), 140 g, 0.587 moles) over a period of 30 minutes. The mixture was stirred and heated to reflux for 1 hour and at room temperature for 16 hours. The excess thionyl chloride was removed by evaporation under reduced pressure and the residue was partitioned between deionised water (300 ml) and dichloromethane (400 ml). The phases were separated and the organic phase dried (MgSO4), filtered an... The reactants are O1CCC(C2=CC=CC=C12)NC=1OCC2=C(N1)C=CC(=C2)N (rac-N2-Chroman-4-yl-4H-benzo[d][1,3]oxazine-2.6-diamine), ClCC(=O)Cl (chloroacetyl chloride). Yields the product ClCC(=O)NC1=CC2=C(N=C(OC2)NC2CCOC3=CC=CC=C23)C=C1 (rac-2-Chloro-N-[2-(chroman-4-ylamino)-4H-benzo[d][1,3]oxazin-6-yl]-acetamide). Isolated yield 83.1%. As a reaction SMILES: [O:1]1[C:10]2[C:5](=[CH:6][CH:7]=[CH:8][CH:9]=2)[CH:4]([NH:11][C:12]2[O:13][CH2:14][C:15]3[CH:21]=[C:20]([NH2:22])[CH:19]=[CH:18][C:16]=3[N:17]=2)[CH2:3][CH2:2]1.[Cl:23][CH2:24][C:25](Cl)=[O:26]>>[Cl:23][CH2:24][C:25]([NH:22][C:20]1[CH:19]=[CH:18][C:16]2[N:17]=[C:12]([NH:11][CH:4]3[C:5]4[C:10](=[CH:9][CH:8]=[CH:7][CH:6]=4)[O:1][CH2:2][CH2:3]3)[O:13][CH2:14][C:15]=2[CH:21]=1)=[O:26]. Reported procedure: Prepared from rac-N2-chroman-4-yl-4H-benzo[d][1,3]oxazine-2,6-diamine (Example 75) (591 mg, 2.0 mmol) and chloroacetyl chloride (167 ul, 2.1 mmol) according to the procedure described for Example 3 step A. Obtained the title compound as an off-white solid (618 mg, 83%), MS (ISP) m/e=372.1 [(M+H)+] and 374 [(M+2+H)+].